Dataset: the Open Reaction Database (ORD), a public repository of structured organic reaction records. Task: describe an organic reaction: reactants, conditions, products, and yield Reactants: COP(=O)(CCCBr)OC, CO, CCOC(C)=O, CN(C)C=O, O, CCc1c(CC(N)=O)c2cc(O)ccc2n1Cc1ccccc1. Yields the product CCc1c(CC(N)=O)c2cc(OCCCP(=O)(OC)OC)ccc2n1Cc1ccccc1. Reaction SMILES: [CH3:24][O:25][P:26]([O:27][CH3:28])(=[O:29])[CH2:30][CH2:31][CH2:32][Br:33].[CH3:34][OH:35].[CH3:36][CH2:37][O:38][C:39]([CH3:40])=[O:41].[O:42]=[CH:43][N:44]([CH3:45])[CH3:46].[OH2:47].[OH:1][c:2]1[cH:3][c:4]2[c:5]([CH2:20][C:21](=[O:22])[NH2:23])[c:6]([CH2:18][CH3:19])[n:7]([CH2:11][c:12]3[cH:13][cH:14][cH:15][cH:16][cH:17]3)[c:8]2[cH:9][cH:10]1>>[O:1]([c:2]1[cH:3][c:4]2[c:5]([CH2:20][C:21](=[O:22])[NH2:23])[c:6]([CH2:18][CH3:19])[n:7]([CH2:11][c:12]3[cH:13][cH:14][cH:15][cH:16][cH:17]3)[c:8]2[cH:9][cH:10]1)[CH2:32][CH2:31][CH2:30][P:26]([O:25][CH3:24])([O:27][CH3:28])=[O:29].